This data is from the Open Reaction Database (ORD), a public repository of structured organic reaction records. The task is: describe an organic reaction: reactants, conditions, products, and yield Reactants: C(C)C1=C(NC(N1)=O)C(=O)O (2,3-dihydro-5-ethyl-2-oxo-1H-imidazole-4-carboxylic acid), CC=1N(C=CN1)C1=CC=C(C(=O)O)C=C1 (4-(2-methyl-1H-imidazol-1-yl)benzoic acid). Product: C(C)C=1NC(NC1C(C1=CC=C(C=C1)N1C(=NC=C1)C)=O)=O (4-Ethyl-1,3-dihydro-5-[4-(2-methyl-1H-imidazol-1-yl)benzoyl]-2H-imidazol-2-one). Reaction SMILES: [CH2:1]([C:3]1[NH:7][C:6](=[O:8])[NH:5][C:4]=1[C:9]([OH:11])=O)[CH3:2].[CH3:12][C:13]1[N:14]([C:18]2[CH:26]=[CH:25][C:21](C(O)=O)=[CH:20][CH:19]=2)[CH:15]=[CH:16][N:17]=1>>[CH2:1]([C:3]1[NH:7][C:6](=[O:8])[NH:5][C:4]=1[C:9](=[O:11])[C:21]1[CH:25]=[CH:26][C:18]([N:14]2[CH:15]=[CH:16][N:17]=[C:13]2[CH3:12])=[CH:19][CH:20]=1)[CH3:2]. Procedure details: In a manner similar to Example I react 2,3-dihydro-5-ethyl-2-oxo-1H-imidazole-4-carboxylic acid with 4-(2-methyl-1H-imidazol-1-yl)benzoic acid to produce the title compound. The reactants are C(C)(C)(C)OC(N[C@@H](C)C1=CC=C(C=C1)C1OC1)=O (tert-butyl[(1S)-1-(4-oxiran-2-ylphenyl)ethyl]carbamate), C(C)(C)(CC)N (tert-amylamine). Run in C(C)O (ethanol). Reaction conditions: temperature 50 celsius, time 8 hour. Product: C(C)(C)(C)OC(N[C@@H](C)C1=CC=C(C=C1)C(CNC(CC)(C)C)O)=O (tert-butyl[(1S)-1-(4-{2-[(1,1-dimethylpropyl) amino]-1-hydroxyethyl}phenyl)ethyl]carbamate). RXN SMILES: [C:1]([O:5][C:6](=[O:19])[NH:7][C@H:8]([C:10]1[CH:15]=[CH:14][C:13]([CH:16]2[CH2:18][O:17]2)=[CH:12][CH:11]=1)[CH3:9])([CH3:4])([CH3:3])[CH3:2].[C:20]([NH2:25])([CH2:23][CH3:24])([CH3:22])[CH3:21]>C(O)C>[C:1]([O:5][C:6](=[O:19])[NH:7][C@H:8]([C:10]1[CH:15]=[CH:14][C:13]([CH:16]([OH:17])[CH2:18][NH:25][C:20]([CH3:22])([CH3:21])[CH2:23][CH3:24])=[CH:12][CH:11]=1)[CH3:9])([CH3:4])([CH3:3])[CH3:2]. Procedure: 30 mg of the compound [7-2] was dissolved in 2 mL of ethanol, then 2 mL of tert-amylamine was added thereto, and the mixture was stirred overnight at 50° C. The reaction solution was concentrated, and then the resulting residue was purified by silica gel column chromatography (eluent: hexane/ethyl acetate=100/0-20/80), to obtain 31 mg of tert-butyl[(1S)-1-(4-{2-[(1,1-dimethylpropyl) amino]-1-hydroxyethyl}phenyl)ethyl]carbamate [7-3] (hereinafter, referred to as the compound [7-3]) as a colorless... The reactants are ClCCl, Cl, CN(C(=O)NCc1cccc(F)c1Cl)C(CNC(=O)CNC(=O)OC(C)(C)C)COC(=O)Nc1cc2cc(F)ccc2cn1, O=C(O)C(F)(F)F. Yields the product CN(C(=O)NCc1cccc(F)c1Cl)C(CNC(=O)CN)COC(=O)Nc1cc2cc(F)ccc2cn1. RXN SMILES: [Cl:53][CH2:54][Cl:55].[ClH:52].[F:1][c:2]1[cH:3][c:4]2[cH:5][c:6]([NH:12][C:13]([O:14][CH2:15][CH:16]([CH2:17][NH:18][C:19]([CH2:20][NH:21][C:22]([O:23][C:24]([CH3:25])([CH3:26])[CH3:27])=[O:28])=[O:29])[N:30]([C:31](=[O:32])[NH:33][CH2:34][c:35]3[c:36]([Cl:42])[c:37]([F:41])[cH:38][cH:39][cH:40]3)[CH3:43])=[O:44])[n:7][cH:8][c:9]2[cH:10][cH:11]1.[F:45][C:46]([F:47])([F:48])[C:49]([OH:50])=[O:51]>>[F:1][c:2]1[cH:3][c:4]2[cH:5][c:6]([NH:12][C:13]([O:14][CH2:15][CH:16]([CH2:17][NH:18][C:19]([CH2:20][NH2:21])=[O:29])[N:30]([C:31](=[O:32])[NH:33][CH2:34][c:35]3[c:36]([Cl:42])[c:37]([F:41])[cH:38][cH:39][cH:40]3)[CH3:43])=[O:44])[n:7][cH:8][c:9]2[cH:10][cH:11]1. Yields the product C1(CC1)C(C)=NN1C2=C(C(=C(C1=O)C1=NS(C3=C(N1)C=CC=C3)(=O)=O)O)SC=C2 (4-{[1-cyclopropylethylidene]amino}-6-(1,1-dioxido-4H-1,2,4-benzothiadiazin-3-yl)-7-hydroxythieno[3,2-b]pyridin-5(4H)-one). Conditions: temperature 25 celsius. Run in CN(C(C)=O)C (N,N-dimethylacetamide). Reported procedure: The product of Example 268D (0.065 g, 0.18 mmol) was reacted with 1-cyclopropylethanone (0.54 g, 6.4 mmol) in N,N-dimethylacetamide (2 mL) in a sealed tube at 135° C. for 120 minutes in a microwave reactor. The reaction was cooled to 25° C. and concentrated under vacuum. The resulting residue was triturated with ethyl acetate/hexane (2:1) and filtered to give the title compound. Starting materials: NN1C2=C(C(=C(C1=O)C1=NS(C3=C(N1)C=CC=C3)(=O)=O)O)SC=C2 (4-amino-6-(1,1-dioxido-4H-1,2,4-benzothiadiazin-3-yl)-7-hydroxythieno[3,2-b]pyridin 5(4H)-one), C1(CC1)C(C)=O (1-cyclopropylethanone). Reaction SMILES: [NH2:1][N:2]1[C:7](=[O:8])[C:6]([C:9]2[NH:14][C:13]3[CH:15]=[CH:16][CH:17]=[CH:18][C:12]=3[S:11](=[O:20])(=[O:19])[N:10]=2)=[C:5]([OH:21])[C:4]2[S:22][CH:23]=[CH:24][C:3]1=2.[CH:25]1([C:28](=O)[CH3:29])[CH2:27][CH2:26]1>CN(C)C(=O)C>[CH:25]1([C:28](=[N:1][N:2]2[C:7](=[O:8])[C:6]([C:9]3[NH:14][C:13]4[CH:15]=[CH:16][CH:17]=[CH:18][C:12]=4[S:11](=[O:20])(=[O:19])[N:10]=3)=[C:5]([OH:21])[C:4]3[S:22][CH:23]=[CH:24][C:3]2=3)[CH3:29])[CH2:27][CH2:26]1. Reaction conditions: time 36 hour. Run in CO (methanol). The product is Cl.Cl.N1=C(C=CC=C1)C1(CCC1)C1NCCC2=CC=C(C=C12)OCCNS(=O)(=O)CCC (N-[2-({1-[1-(Pyridin-2-yl)cyclobutyl]-1,2,3,4-tetrahydroisoquinolin-7-yl}oxy)ethyl]propane-1-sulfonamide dihydrochloride). The reagents and catalysts are [Pd] (Palladium on charcoal). Reaction SMILES: [Cl:1][C:2]1[N:7]=[C:6]([C:8]2([CH:12]3[C:21]4[C:16](=[CH:17][CH:18]=[C:19]([O:22][CH2:23][CH2:24][NH:25][S:26]([CH2:29][CH2:30][CH3:31])(=[O:28])=[O:27])[CH:20]=4)[CH2:15][CH2:14][NH:13]3)[CH2:11][CH2:10][CH2:9]2)[CH:5]=[CH:4][CH:3]=1>CO.[Pd]>[ClH:1].[ClH:1].[N:7]1[CH:2]=[CH:3][CH:4]=[CH:5][C:6]=1[C:8]1([CH:12]2[C:21]3[C:16](=[CH:17][CH:18]=[C:19]([O:22][CH2:23][CH2:24][NH:25][S:26]([CH2:29][CH2:30][CH3:31])(=[O:28])=[O:27])[CH:20]=3)[CH2:15][CH2:14][NH:13]2)[CH2:11][CH2:10][CH2:9]1 |f:3.4.5|. The reactants are ClC1=CC=CC(=N1)C1(CCC1)C1NCCC2=CC=C(C=C12)OCCNS(=O)(=O)CCC (N-[2-({1-[1-(6-Chloropyridin-2-yl)cyclobutyl]-1,2,3,4-tetrahydroisoquinolin-7-yl}oxy)ethyl]propane-1-sulfonamide). Procedure details: N-[2-({1-[1-(6-Chloropyridin-2-yl)cyclobutyl]-1,2,3,4-tetrahydroisoquinolin-7-yl}oxy)ethyl]propane-1-sulfonamide (9 mg) were dissolved in methanol (1 ml). 10% Palladium on charcoal (5 mg) was added and the reaction mixture was stirred under an atmosphere of hydrogen at room temperature for 36 hours. The catalyst was removed by filtration and washed with methanol. The solvent was evaporated in vacuo. 5N isopropanolic hydrochloric acid (0.5 ml) was added. The solvent was evaporated in vacuo. Yield... Starting materials: CCN(C(C)C)C(C)C, S=C(Cl)Cl, ClCCl, Cl, Nc1ccc(C2CC2)c2ccccc12, O. Product: S=C=Nc1ccc(C2CC2)c2ccccc12. As a reaction SMILES: [CH:19]([N:20]([CH:21]([CH3:22])[CH3:23])[CH2:24][CH3:25])([CH3:26])[CH3:27].[Cl:1][C:2]([Cl:3])=[S:4].[Cl:29][CH2:30][Cl:31].[ClH:28].[NH2:5][c:6]1[cH:7][cH:8][c:9]([CH:16]2[CH2:17][CH2:18]2)[c:10]2[cH:11][cH:12][cH:13][cH:14][c:15]12.[OH2:32]>>[C:2](=[S:4])=[N:5][c:6]1[cH:7][cH:8][c:9]([CH:16]2[CH2:17][CH2:18]2)[c:10]2[cH:11][cH:12][cH:13][cH:14][c:15]12. Reactants: CCOC(=O)C(CCCCC1CCN(C(=O)OCc2ccccc2)CC1)OS(C)(=O)=O, CCOC(C)=O, NC1CSc2ccccc2NC1=O. Yields the product CCOC(=O)C(CCCCC1CCN(C(=O)OCc2ccccc2)CC1)NC1CSc2ccccc2NC1=O. As a reaction SMILES: [CH2:14]([c:15]1[cH:16][cH:17][cH:18][cH:19][cH:20]1)[O:21][C:22](=[O:23])[N:24]1[CH2:25][CH2:26][CH:27]([CH2:30][CH2:31][CH2:32][CH2:33][CH:34]([C:35](=[O:36])[O:37][CH2:38][CH3:39])[O:40][S:41]([CH3:42])(=[O:43])=[O:44])[CH2:28][CH2:29]1.[CH2:45]([O:46][C:47](=[O:48])[CH3:49])[CH3:50].[NH2:1][CH:2]1[CH2:3][S:4][c:5]2[c:6]([cH:10][cH:11][cH:12][cH:13]2)[NH:7][C:8]1=[O:9]>>[NH:1]([CH:2]1[CH2:3][S:4][c:5]2[c:6]([cH:10][cH:11][cH:12][cH:13]2)[NH:7][C:8]1=[O:9])[CH:34]([CH2:33][CH2:32][CH2:31][CH2:30][CH:27]1[CH2:26][CH2:25][N:24]([C:22]([O:21][CH2:14][c:15]2[cH:16][cH:17][cH:18][cH:19][cH:20]2)=[O:23])[CH2:29][CH2:28]1)[C:35](=[O:36])[O:37][CH2:38][CH3:39]. Starting materials: O=C(Cl)OCc1ccccc1, [Na+], [OH-], O=C(O)C1CCCN1. The product is O=C(O)C1CCCN1C(=O)OCc1ccccc1. As a reaction SMILES: [Cl:9][C:10](=[O:11])[O:12][CH2:13][c:14]1[cH:15][cH:16][cH:17][cH:18][cH:19]1.[Na+:21].[OH-:20].[OH:1][C:2](=[O:3])[CH:4]1[CH2:5][CH2:6][CH2:7][NH:8]1>>[OH:1][C:2](=[O:3])[CH:4]1[CH2:5][CH2:6][CH2:7][N:8]1[C:10](=[O:11])[O:12][CH2:13][c:14]1[cH:15][cH:16][cH:17][cH:18][cH:19]1. Reactants: [OH-].[K+] (Potassium hydroxide), ice, [N+](=O)([O-])CC (nitroethane), ClC1=C(C=C(C=C1)C(F)(F)F)[N+](=O)[O-] (4-chloro-3-nitrobenzotrifluoride), Cl (hydrochloric acid). The solvent is CS(=O)C (DMSO), O (Water). Reaction conditions: temperature 19 celsius. Yields the product [N+](=O)([O-])C=1C=C(C=CC1C(C)[N+](=O)[O-])C(F)(F)F (3-Nitro-4-(1-nitroethyl)benzotrifluoride). As a reaction SMILES: [OH-].[K+].[N+:3]([CH2:6][CH3:7])([O-:5])=[O:4].Cl[C:9]1[CH:14]=[CH:13][C:12]([C:15]([F:18])([F:17])[F:16])=[CH:11][C:10]=1[N+:19]([O-:21])=[O:20].Cl>O.CS(C)=O>[N+:19]([C:10]1[CH:11]=[C:12]([C:15]([F:18])([F:17])[F:16])[CH:13]=[CH:14][C:9]=1[CH:6]([N+:3]([O-:5])=[O:4])[CH3:7])([O-:21])=[O:20] |f:0.1|. Reported procedure: Potassium hydroxide pellets (8.42 g; 0.150 mol; 3 equiv) were crushed and placed in a 250-mL 3-necked flask equipped with a thermometer and an addition funnel. Reagent-grade DMSO (25 mL) was added and the mixture vigorously stirred. An ice-water cooling bath was then applied and when the temperature of the reaction mixture had cooled to 19° C. a mixture of nitroethane (3.95 mL; 0.055 mol; 1.1 equiv) and 4-chloro-3-nitrobenzotrifluoride (1; 7.46 mL; 0.050 mol) were added to the reaction mixture (... Reactants: CCO, CC(C)(C)OC(=O)NCCCl, CN. Product: CNCCNC(=O)OC(C)(C)C. As a reaction SMILES: [CH3:14][CH2:15][OH:16].[Cl:1][CH2:2][CH2:3][NH:4][C:5](=[O:6])[O:7][C:8]([CH3:9])([CH3:10])[CH3:11].[NH2:12][CH3:13]>>[CH2:2]([CH2:3][NH:4][C:5](=[O:6])[O:7][C:8]([CH3:9])([CH3:10])[CH3:11])[NH:12][CH3:13].